From a dataset of the Open Reaction Database (ORD), a public repository of structured organic reaction records. describe an organic reaction: reactants, conditions, products, and yield Reactants: FC(C(=O)O)(F)F (trifluoroacetic acid), C(C)(C)(C)OC(NC1=NC=C(N=C1)CSC)=O ((5-methylsulfanylmethyl-pyrazin-2-yl)-carbamic acid tert-butyl ester), FC(C(=O)O)(F)F (trifluoroacetic acid). The solvent is C(Cl)Cl (methylene chloride). Run at temperature 25 celsius, time 15 minute. The product is 40S, [OH-].[NH4+] (ammonium hydroxide), CSCC=1N=CC(=NC1)N (5-methylsulfanylmethyl-pyrazin-2-ylamine). The yield is 201.9%. As a reaction SMILES: C([O:5]C(=O)[NH:7][C:8]1[CH:13]=[N:12][C:11]([CH2:14][S:15][CH3:16])=[CH:10][N:9]=1)(C)(C)C.FC(F)(F)C(O)=O>C(Cl)Cl>[OH-:5].[NH4+:7].[CH3:16][S:15][CH2:14][C:11]1[N:12]=[CH:13][C:8]([NH2:7])=[N:9][CH:10]=1 |f:3.4|. Reported procedure: A solution of (5-methylsulfanylmethyl-pyrazin-2-yl)-carbamic acid tert-butyl ester (0.45 g, 1.762 mmol) in methylene chloride (18 mL) was treated with trifluoroacetic acid (1.4 mL, 18.172 mmol) and then was stirred at 25° C. for 2 h 15 min. The reaction solution was then treated with a second aliquot of trifluoroacetic acid (0.7 mL, 9.086 mmol) and was stirred at 25° C. for 5 h. At this time, the reaction mixture was concentrated in vacuo. Biotage chromatography (FLASH 40S, Silica, 1/9 methanol/... Reactants: CC(=O)O, CC(=O)OC(C)=O, COc1cc(N)c(C)cc1C(O)=S, O. Yields the product COc1cc(NC(C)=O)c(C)cc1C(O)=S. As a reaction SMILES: [CH3:14][C:15]([OH:16])=[O:17].[CH3:18][C:19]([O:20][C:21](=[O:22])[CH3:23])=[O:24].[CH3:1][O:2][c:3]1[c:4]([C:5](=[S:6])[OH:7])[cH:8][c:9]([CH3:13])[c:10]([NH2:12])[cH:11]1.[OH2:25]>>[CH3:1][O:2][c:3]1[c:4]([C:5](=[S:6])[OH:7])[cH:8][c:9]([CH3:13])[c:10]([NH:12][C:15]([CH3:14])=[O:16])[cH:11]1. Reactants: C(C1=CC=CC=C1)N1C(=NC=C1CC(=O)OC)C1=CC=CC=C1 (methyl 1-benzyl-2-phenylimidazole-5-acetate), [N+](=O)(O)[O-] (nitric acid), C([O-])(O)=O.[Na+] (sodium bicarbonate), ice water. The solvent is C(C)(=O)O (acetic acid). Reaction conditions: time 2 hour. Product: [N+](=O)([O-])C1=CC=C(CN2C(=NC=C2CC(=O)OC)C2=CC=CC=C2)C=C1 (methyl 1-(4-nitrobenzyl)-2-phenylimidazole-5-acetate). RXN SMILES: [CH2:1]([N:8]1[C:12]([CH2:13][C:14]([O:16][CH3:17])=[O:15])=[CH:11][N:10]=[C:9]1[C:18]1[CH:23]=[CH:22][CH:21]=[CH:20][CH:19]=1)[C:2]1[CH:7]=[CH:6][CH:5]=[CH:4][CH:3]=1.[N+:24]([O-])([OH:26])=[O:25].C(=O)(O)[O-].[Na+]>C(O)(=O)C>[N+:24]([C:5]1[CH:4]=[CH:3][C:2]([CH2:1][N:8]2[C:12]([CH2:13][C:14]([O:16][CH3:17])=[O:15])=[CH:11][N:10]=[C:9]2[C:18]2[CH:23]=[CH:22][CH:21]=[CH:20][CH:19]=2)=[CH:7][CH:6]=1)([O-:26])=[O:25] |f:2.3|. Procedure details: In 20 ml of glacial acetic acid was dissolved 1.2 g of methyl 1-benzyl-2-phenylimidazole-5-acetate, and 20 ml of fuming nitric acid (specific gravity of 1.52) was added to the solution, followed by stirring at room temperature for 2 hours. The reaction solution was poured into 1 l of ice water, neutralized with sodium bicarbonate, and extracted with three 100 ml portions of ethyl acetate. The ethyl acetate layers were combined and evaporated to dryness under reduced pressure, followed by chromat... Reactants: NC(=N)N (guanidine), [OH-].[Na+] (sodium hydroxide), O=C1C(O)=C(O)[C@H](O1)[C@@H](O)CO (L-ascorbic acid), C1(C=CC(C=C1)=O)=O (p-benzoquinone). Solvent: C(C)O (ethanol), C(C)O (ethanol). Conditions: time 90 minute. The product is NC=1NC(C(N1)(O)C(C(=O)O)(C(C)O)O)=O (2-Amino-4-(1',2',3'-trihydroxybutanoyl)-4-hydroxy-5-oxoimidazoline). Isolated yield 100.0%. As a reaction SMILES: O=C1[O:8][C@H:7]([C@H:9]([CH2:11][OH:12])[OH:10])[C:5]([OH:6])=[C:3]1O.[C:13]1(=[O:20])C=CC(=O)C=C1.[NH2:21][C:22]([NH2:24])=[NH:23].[OH-:25].[Na+]>C(O)C>[NH2:23][C:22]1[NH:24][C:11](=[O:12])[C:9]([C:7]([OH:8])([CH:5]([OH:6])[CH3:3])[C:13]([OH:20])=[O:25])([OH:10])[N:21]=1 |f:3.4|. Procedure: A mixture of L-ascorbic acid (0.314 mol; 55.4 g) and p-benzoquinone in 470 ml of ethanol is stirred in darkness under argon for 90 min; then an ethanolic solution (100 ml) of guanidine (0.157 mol) (previously desalified with sodium hydroxide in ethanol) is then added. The medium is stirred at room temperature under argon in darkness for 6 h. The precipitate which forms is filtered, washed with ethanol and dried under vacuum (m=30 g; yield=100%). Reactants: C[Si](Cl)(C)C (trimethylchlorosilane), C(CCCCCCCCCCCCCCCCCCC)=O (Icosanal), BrC(C(=O)OC)CCCCCCCCCCCCCC (methyl 2-bromohexadecanoate), solution, solution. Reagents/catalysts: [Zn] (zinc). Solvent: S(O)(O)(=O)=O (sulfuric acid), solvent. Reaction conditions: temperature 85 celsius, time 1 hour. Yields the product OC(C(C(=O)OC)CCCCCCCCCCCCCC)CCCCCCCCCCCCCCCCCCC (methyl 3-hydroxy-2-n-tetradecyl-docosanoate). Isolated yield 51.2%. As a reaction SMILES: [CH:1](=[O:21])[CH2:2][CH2:3][CH2:4][CH2:5][CH2:6][CH2:7][CH2:8][CH2:9][CH2:10][CH2:11][CH2:12][CH2:13][CH2:14][CH2:15][CH2:16][CH2:17][CH2:18][CH2:19][CH3:20].Br[CH:23]([CH2:28][CH2:29][CH2:30][CH2:31][CH2:32][CH2:33][CH2:34][CH2:35][CH2:36][CH2:37][CH2:38][CH2:39][CH2:40][CH3:41])[C:24]([O:26][CH3:27])=[O:25].C[Si](C)(C)Cl>[Zn].S(=O)(=O)(O)O>[OH:21][CH:1]([CH2:2][CH2:3][CH2:4][CH2:5][CH2:6][CH2:7][CH2:8][CH2:9][CH2:10][CH2:11][CH2:12][CH2:13][CH2:14][CH2:15][CH2:16][CH2:17][CH2:18][CH2:19][CH3:20])[CH:23]([CH2:28][CH2:29][CH2:30][CH2:31][CH2:32][CH2:33][CH2:34][CH2:35][CH2:36][CH2:37][CH2:38][CH2:39][CH2:40][CH3:41])[C:24]([O:26][CH3:27])=[O:25]. Reported procedure: Icosanal (1 g, 3.37 millimole) and methyl 2-bromohexadecanoate (977.8 mg, 2.80 millimole) were dissolved in the same mixed solvent (30 ml). The obtained solution (4 ml) was added dropwise to the reaction vessel containing zinc activated by trimethylchlorosilane as described above, and the mixture was stirred at 85° C. for 1 hour. The progress of reaction was confirmed through thin layer chromatography, and the rest of the solution (26 ml) was gradually added under the same conditions and the mix... Reactants: NC1=C(C2=CC=C(C=CC2=C1C(=O)OCC)CC(=O)O)C(=O)OCC (diethyl 2-amino-6-carboxymethyl-azulene-1,3-dicarboxylate), C1=CN(C=N1)C(=O)N2C=CN=C2 (N,N-carbonyldiimidazole), C(C)OP(=O)(OCC)CON (diethoxyphosphorylmethoxylamine). Solvent: O1CCCC1 (tetrahydrofuran), O1CCCC1 (tetrahydrofuran). Run at time 30 minute. Yields the product NC1=C(C2=CC=C(C=CC2=C1C(=O)OCC)CC(NOCP(=O)(OCC)OCC)=O)C(=O)OCC (Diethyl 2-amino-6-[(diethoxy-phosphorylmethoxycarbamoyl)-methyl]-azulene-1,3-dicaboxylate). The yield is 78.0%. Reaction SMILES: [NH2:1][C:2]1[C:11]([C:12]([O:14][CH2:15][CH3:16])=[O:13])=[C:10]2[C:4](=[CH:5][CH:6]=[C:7]([CH2:17][C:18](O)=[O:19])[CH:8]=[CH:9]2)[C:3]=1[C:21]([O:23][CH2:24][CH3:25])=[O:22].C1N=CN(C(N2C=NC=C2)=O)C=1.[CH2:38]([O:40][P:41]([CH2:46][O:47][NH2:48])([O:43][CH2:44][CH3:45])=[O:42])[CH3:39]>O1CCCC1>[NH2:1][C:2]1[C:11]([C:12]([O:14][CH2:15][CH3:16])=[O:13])=[C:10]2[C:4](=[CH:5][CH:6]=[C:7]([CH2:17][C:18](=[O:19])[NH:48][O:47][CH2:46][P:41]([O:40][CH2:38][CH3:39])([O:43][CH2:44][CH3:45])=[O:42])[CH:8]=[CH:9]2)[C:3]=1[C:21]([O:23][CH2:24][CH3:25])=[O:22]. Procedure details: A solution of 2.5 mmol of diethyl 2-amino-6-carboxymethyl-azulene-1,3-dicarboxylate in 50 ml of tetrahydrofuran is treated portionwise at 45° C. with 2.5 mmol of N,N-carbonyldiimidazole. The mixture is stirred for 30 minutes, a solution of 2.5 mmol of diethoxyphosphorylmethoxylamine (L. Maier, Phosphorus, Sulphur, and Silicon 1993, Vol. 76, 119-122) in 20 ml of tetrahydrofuran is added and the resulting mixture is heated to reflux for 3 hours. The mixture is concentrated and the residue is chrom... As a reaction SMILES: [NH:1]1[CH2:5][CH2:4][CH2:3][C:2]1=[O:6].[OH2:7].[C:8]1([CH3:18])[CH:13]=[CH:12][C:11]([S:14]([OH:17])(=[O:16])=[O:15])=[CH:10][CH:9]=1>C(O)CCC>[S:14]([C:11]1[CH:12]=[CH:13][C:8]([CH3:18])=[CH:9][CH:10]=1)([O-:17])(=[O:16])=[O:15].[CH3:8][CH2:9][CH:10]([O:7][C:2]([CH2:3][CH2:4][CH2:5][NH3+:1])=[O:6])[CH3:11] |f:1.2,4.5|. The product is S(=O)(=O)([O-])C1=CC=C(C)C=C1.CCC(C)OC(=O)CCC[NH3+] ([(3-butoxycarbonyl)propyl]ammonium tosylate). Conditions: temperature 60 celsius. The solvent is C(CCC)O (butanol). Procedure: Into a reactor flask equipped with magnetic stirrer, thermometer, nitrogen inlet tube, and Dean-Stark trap were placed 47.0 parts of 2-pyrrolidinone (4-butanelactam), 109.4 parts of para-toluenesulfonic acid monohydrate, and 197.4 parts of butanol. The aforesaid mixture was placed under nitrogen atmosphere, heated to reflux to azeotropically remove any water present, and maintained at reflux until a constant acid value was attained. (The acid value was determined by the procedure described in Ex... Reactants: N1C(CCC1)=O (2-pyrrolidinone), O.C1(=CC=C(C=C1)S(=O)(=O)O)C (para-toluenesulfonic acid monohydrate). Run in C(C)(=O)OCC (ethyl acetate). The reactants are CC=1C(C=C(C(C1)=O)C)=O (2,5-Dimethylbenzoquinone), S(=O)([O-])S(=O)[O-].[Na+].[Na+] (sodium hydrosulfite). Procedure: 2,5-Dimethylbenzoquinone (5 g) in ethyl acetate was shaken with an aqueous solution of sodium hydrosulfite. The organic layer was separated, washed, dried and evaporated to yield 2,5-dimethylhydroquinone. To a solution of 2,5-dimethylhydroquinone (5 g), prepared as described above, and 3-methyl-2-buten-1-ol (3.1 g) in dioxane (20 mL) was added BF3-ether (4.5 mL) at room temperature under nitrogen. The solution was stirred at room temperature for one hour, extracted with ethyl acetate, washed wit... Product: CC1=C(O)C=C(C(=C1)O)C (2,5-dimethylhydroquinone). RXN SMILES: [CH3:1][C:2]1[C:3](=[O:10])[CH:4]=[C:5]([CH3:9])[C:6](=[O:8])[CH:7]=1.S(S([O-])=O)([O-])=O.[Na+].[Na+]>C(OCC)(=O)C>[CH3:9][C:5]1[CH:4]=[C:3]([OH:10])[C:2]([CH3:1])=[CH:7][C:6]=1[OH:8] |f:1.2.3|. Reactants: CCCc1nn(C)c2c(=O)[nH]c(Cc3ccc(N(CC)C(C)=O)cc3)nc12, CCCCCC, CC(C)=O. Product: CCCc1nn(C)c2c(=O)[nH]c(Cc3ccc(N(CC)CC)cc3)nc12. RXN SMILES: [CH2:1]([CH3:2])[N:3]([C:4]([CH3:5])=[O:6])[c:7]1[cH:8][cH:9][c:10]([CH2:13][c:14]2[nH:15][c:16](=[O:27])[c:17]3[c:18]([n:19]2)[c:20]([CH2:24][CH2:25][CH3:26])[n:21][n:22]3[CH3:23])[cH:11][cH:12]1.[CH3:28][CH2:29][CH2:30][CH2:31][CH2:32][CH3:33].[CH3:34][C:35]([CH3:36])=[O:37]>>[CH2:1]([CH3:2])[N:3]([CH2:4][CH3:5])[c:7]1[cH:8][cH:9][c:10]([CH2:13][c:14]2[nH:15][c:16](=[O:27])[c:17]3[c:18]([n:19]2)[c:20]([CH2:24][CH2:25][CH3:26])[n:21][n:22]3[CH3:23])[cH:11][cH:12]1. The yield is 47.0%. Reactants: COC(=O)C=1SC=2C(COC3=C(C2N1)C=C(C=C3)C#CC(C)(C)O)NC(C)=O (4-Acetylamino-9-(3-hydroxy-3-methyl-but-1-ynyl)-4,5-dihydro-6-oxa-3-thia-1-aza-benzo[e]azulene-2-carboxylic acid methyl ester), CO.N (methanol ammonia). The product is C(C)(=O)NC1COC2=C(C=3N=C(SC13)C(=O)N)C=C(C=C2)C#CC(C)(C)O (4-Acetylamino-9-(3-hydroxy-3-methyl-but-1-ynyl)-4,5-dihydro-6-oxa-3-thia-1-aza-benzo[e]azulene-2-carboxylic acid amide). RXN SMILES: C[O:2][C:3]([C:5]1[S:6][C:7]2[CH:8]([NH:25][C:26](=[O:28])[CH3:27])[CH2:9][O:10][C:11]3[CH:18]=[CH:17][C:16]([C:19]#[C:20][C:21]([OH:24])([CH3:23])[CH3:22])=[CH:15][C:12]=3[C:13]=2[N:14]=1)=O.CO.[NH3:31]>>[C:26]([NH:25][CH:8]1[C:7]2[S:6][C:5]([C:3]([NH2:31])=[O:2])=[N:14][C:13]=2[C:12]2[CH:15]=[C:16]([C:19]#[C:20][C:21]([OH:24])([CH3:22])[CH3:23])[CH:17]=[CH:18][C:11]=2[O:10][CH2:9]1)(=[O:28])[CH3:27] |f:1.2|. Reported procedure: A solution of 4-Acetylamino-9-(3-hydroxy-3-methyl-but-1-ynyl)-4,5-dihydro-6-oxa-3-thia-1-aza-benzo[e]azulene-2-carboxylic acid methyl ester (81 mg, 0.202 mmol), in methanol-ammonia (5 mL) was stirred at room temperature for 0.5 h. The reaction mixture was concentrated to afford crude product, which was triturated with EtOAc and hexane (1:1) and then filtered to afford compound 4-Acetylamino-9-(3-hydroxy-3-methyl-but-1-ynyl)-4,5-dihydro-6-oxa-3-thia-1-aza-benzo[e]azulene-2-carboxylic acid amide (...